Dataset: the Open Reaction Database (ORD), a public repository of structured organic reaction records. Task: describe an organic reaction: reactants, conditions, products, and yield The reactants are NC1=NC=CN=C1 (aminopyrazine), C(C)(C)[Mg]Cl (isopropylmagnesium chloride), CO[C@H]1C[C@H](N(C1)C(=O)OCC1=CC=CC=C1)C(=O)OC ((2S,4S)-1-benzyl 2-methyl 4-methoxypyrrolidine-1,2-dicarboxylate). The solvent is C1CCOC1 (THF), C1CCOC1 (THF). Reaction conditions: time 30 minute. Yields the product CO[C@H]1C[C@H](N(C1)C(=O)OCC1=CC=CC=C1)C(NC1=NC=CN=C1)=O ((2S,4S)-Benzyl 4-methoxy-2-(pyrazin-2-ylcarbamoyl)pyrrolidine-1-carboxylate). Isolated yield 85.1%. RXN SMILES: [NH2:1][C:2]1[CH:7]=[N:6][CH:5]=[CH:4][N:3]=1.C([Mg]Cl)(C)C.[CH3:13][O:14][C@@H:15]1[CH2:19][N:18]([C:20]([O:22][CH2:23][C:24]2[CH:29]=[CH:28][CH:27]=[CH:26][CH:25]=2)=[O:21])[C@H:17]([C:30](OC)=[O:31])[CH2:16]1>C1COCC1>[CH3:13][O:14][C@@H:15]1[CH2:19][N:18]([C:20]([O:22][CH2:23][C:24]2[CH:29]=[CH:28][CH:27]=[CH:26][CH:25]=2)=[O:21])[C@H:17]([C:30](=[O:31])[NH:1][C:2]2[CH:7]=[N:6][CH:5]=[CH:4][N:3]=2)[CH2:16]1. Procedure: To a solution of aminopyrazine (535 mg, 5.63 mmol) in THF (15 mL) was added isopropylmagnesium chloride (2.0 M THF solution, 2.7 mL, 5.35 mmol) dropwise at 0° C. The resulting slurry was stirred at room temperature for 30 min. A solution of (2S,4S)-1-benzyl 2-methyl 4-methoxypyrrolidine-1,2-dicarboxylate (550 mg, 1.88 mmol) in THF (2 mL) was added to the slurry. The reaction mixture was stirred at room temperature for 4 h and quenched with methanol (3 mL). The crude product was purified by prepa... The reactants are O=Cc1cc(Cl)cc(Br)c1O, O=c1cc(N2CCNCC2)nc[nH]1. Yields the product O=c1cc(N2CCN(Cc3cc(Cl)cc(Br)c3O)CC2)nc[nH]1. Reaction SMILES: [Br:14][c:15]1[c:16]([OH:24])[c:17]([CH:18]=[O:19])[cH:20][c:21]([Cl:23])[cH:22]1.[N:1]1([c:7]2[cH:8][c:9](=[O:13])[nH:10][cH:11][n:12]2)[CH2:2][CH2:3][NH:4][CH2:5][CH2:6]1>>[N:1]1([c:7]2[cH:8][c:9](=[O:13])[nH:10][cH:11][n:12]2)[CH2:2][CH2:3][N:4]([CH2:18][c:17]2[c:16]([OH:24])[c:15]([Br:14])[cH:22][c:21]([Cl:23])[cH:20]2)[CH2:5][CH2:6]1. The reactants are C[Si](C)(C)CCOCn1ccc2c(-c3cnn(C(CC#N)C4CCN(C(=O)OCc5ccccc5)C4)c3)ncnc21, CO, [H][H]. The product is C[Si](C)(C)CCOCn1ccc2c(-c3cnn(C(CC#N)C4CCNC4)c3)ncnc21. RXN SMILES: [C:1](#[N:2])[CH2:3][CH:4]([n:5]1[n:6][cH:7][c:8](-[c:10]2[c:11]3[c:12]([n:13][cH:14][n:15]2)[n:16]([CH2:19][O:20][CH2:21][CH2:22][Si:23]([CH3:24])([CH3:25])[CH3:26])[cH:17][cH:18]3)[cH:9]1)[CH:27]1[CH2:28][N:29]([C:32]([O:33][CH2:34][c:35]2[cH:36][cH:37][cH:38][cH:39][cH:40]2)=[O:41])[CH2:30][CH2:31]1.[CH3:44][OH:45].[H:42][H:43]>>[C:1](#[N:2])[CH2:3][CH:4]([n:5]1[n:6][cH:7][c:8](-[c:10]2[c:11]3[c:12]([n:13][cH:14][n:15]2)[n:16]([CH2:19][O:20][CH2:21][CH2:22][Si:23]([CH3:24])([CH3:25])[CH3:26])[cH:17][cH:18]3)[cH:9]1)[CH:27]1[CH2:28][NH:29][CH2:30][CH2:31]1. Reactants: CC(C)(C)OC(=O)N1CCc2c(cnc3[nH]nc(Br)c23)C1, O=C([O-])[O-], Cc1ccccc1, CCO, [Na+], [Na+], O. The product is CC(C)(C)OC(=O)N1CCc2c(cnc3[nH]nc(-c4ccccc4)c23)C1. RXN SMILES: [Br:1][c:2]1[n:3][nH:4][c:5]2[n:6][cH:7][c:8]3[c:13]([c:14]12)[CH2:12][CH2:11][N:10]([C:15](=[O:16])[O:17][C:18]([CH3:19])([CH3:20])[CH3:21])[CH2:9]3.[C:22](=[O:23])([O-:24])[O-:25].[CH3:28][c:29]1[cH:30][cH:31][cH:32][cH:33][cH:34]1.[CH3:35][CH2:36][OH:37].[Na+:26].[Na+:27].[OH2:38]>>[c:2]1(-[c:29]2[cH:30][cH:31][cH:32][cH:33][cH:34]2)[n:3][nH:4][c:5]2[n:6][cH:7][c:8]3[c:13]([c:14]12)[CH2:12][CH2:11][N:10]([C:15](=[O:16])[O:17][C:18]([CH3:19])([CH3:20])[CH3:21])[CH2:9]3. Reactants: C(C1=CC=CC=C1)OC(=O)C=1C=C2C=CC3=C(C(OC3=O)OC)C2=CC1 (7-benzyloxycarbonyl-1-methoxynaphtho[1,2-c]furan-3(1H)-one). Reagents/catalysts: [Pd] (Pd/C). The solvent is CCO (EtOH), C1CCOC1 (THF). Product: OC(=O)C=1C=C2C=CC3=C(C(OC3=O)OC)C2=CC1 (7-Hydroxycarbonyl-1-methoxynaphtho[1,2-c]furan-3(1H)-one). RXN SMILES: C([O:8][C:9]([C:11]1[CH:12]=[C:13]2[C:24](=[CH:25][CH:26]=1)[C:17]1[CH:18]([O:22][CH3:23])[O:19][C:20](=[O:21])[C:16]=1[CH:15]=[CH:14]2)=[O:10])C1C=CC=CC=1>CCO.C1COCC1.[Pd]>[OH:10][C:9]([C:11]1[CH:12]=[C:13]2[C:24](=[CH:25][CH:26]=1)[C:17]1[CH:18]([O:22][CH3:23])[O:19][C:20](=[O:21])[C:16]=1[CH:15]=[CH:14]2)=[O:8]. Procedure: A mixture of 7-benzyloxycarbonyl-1-methoxynaphtho[1,2-c]furan-3(1H)-one (33 mg, 0.095 mmol) and a catalytic amount of 10% Pd/C in 2 mL of EtOH was stirred at rt under an atmosphere of H2 (balloon) for 2 h. The mixture was then diluted with THF and filtered through a pad of Celite. The filtrate was then concentrated in vacuo. The crude material was dissolved in saturated aqueous NaHCO3 and washed with EtOAc. The aqueous layer was then acidified with 1 M aqueous HCl and extracted with EtOAc. The e...